describe an organic reaction: reactants, conditions, products, and yield From a dataset of the Open Reaction Database (ORD), a public repository of structured organic reaction records. Reactants: CCOC(=O)c1cccc(C=CC#N)c1, CO. Yields the product CCOC(=O)c1cccc(CCC#N)c1. RXN SMILES: [C:1](#[N:2])[CH:3]=[CH:4][c:5]1[cH:6][c:7]([C:8](=[O:9])[O:10][CH2:11][CH3:12])[cH:13][cH:14][cH:15]1.[CH3:16][OH:17]>>[C:1](#[N:2])[CH2:3][CH2:4][c:5]1[cH:6][c:7]([C:8](=[O:9])[O:10][CH2:11][CH3:12])[cH:13][cH:14][cH:15]1. The reactants are BrC#CC1=CC=C(C=C1)F (1-bromoethynyl-4-fluoro-benzene), ClC1=CC=2C3=C(NC2C=C1)CCN(C3)C (8-chloro-2-methyl-2,3,4,5-tetrahydro-1H-pyrido[4,3-b]indole), C([O-])([O-])=O.[K+].[K+] (potassium carbonate), N1=CC=CC2=CC=C3C=CC=NC3=C12 (1,10 phenanthroline). The reagents and catalysts are S(=O)(=O)([O-])[O-].[Cu+2] (copper sulfate). Run in C1(=CC=CC=C1)C (toluene), C1(=CC=CC=C1)C (toluene). Run at time 5 minute. Product: ClC1=CC=2C3=C(N(C2C=C1)C#CC1=CC=C(C=C1)F)CCN(C3)C (8-chloro-5-((4-fluorophenyl)ethynyl)-2-methyl-2,3,4,5-tetrahydro-1H-pyrido[4,3-b]indole). The yield is 16.4%. RXN SMILES: [Cl:1][C:2]1[CH:10]=[CH:9][C:8]2[NH:7][C:6]3[CH2:11][CH2:12][N:13]([CH3:15])[CH2:14][C:5]=3[C:4]=2[CH:3]=1.C(=O)([O-])[O-].[K+].[K+].N1C2C(=CC=C3C=2N=CC=C3)C=CC=1.Br[C:37]#[C:38][C:39]1[CH:44]=[CH:43][C:42]([F:45])=[CH:41][CH:40]=1>C1(C)C=CC=CC=1.S([O-])([O-])(=O)=O.[Cu+2]>[Cl:1][C:2]1[CH:10]=[CH:9][C:8]2[N:7]([C:37]#[C:38][C:39]3[CH:44]=[CH:43][C:42]([F:45])=[CH:41][CH:40]=3)[C:6]3[CH2:11][CH2:12][N:13]([CH3:15])[CH2:14][C:5]=3[C:4]=2[CH:3]=1 |f:1.2.3,7.8|. Procedure: To a stirred solution of 8-chloro-2-methyl-2,3,4,5-tetrahydro-1H-pyrido[4,3-b]indole (0.2 g, 0.00090 mol) and copper sulfate (0.026 g, 0.00009 mol) in toluene (5 mL) was added potassium carbonate (0.25 g, 0.0018 mol) and 1,10 phenanthroline (0.032 g, 0.000018 mol). The reaction mixture was stirred for 5 min at RT. A solution of 1-bromoethynyl-4-fluoro-benzene (0.199 g, 0.00099 mol) in toluene (2 mL) was added to the reaction mixture. After addition, the reaction mixture was stirred for 2 h at 80... Starting materials: CCOCC, CSCl, CNC(=O)Nc1ccc(Cl)c(Cl)c1, O, c1ccncc1. Yields the product CSN(C)C(=O)Nc1ccc(Cl)c(Cl)c1. Reaction SMILES: [CH2:4]([O:5][CH2:6][CH3:7])[CH3:8].[CH3:1][S:2][Cl:3].[CH3:9][NH:10][C:11](=[O:12])[NH:13][c:14]1[cH:15][c:16]([Cl:21])[c:17]([Cl:20])[cH:18][cH:19]1.[OH2:22].[cH:23]1[cH:24][cH:25][n:26][cH:27][cH:28]1>>[CH3:1][S:2][N:10]([CH3:9])[C:11](=[O:12])[NH:13][c:14]1[cH:15][c:16]([Cl:21])[c:17]([Cl:20])[cH:18][cH:19]1.